From a dataset of the Open Reaction Database (ORD), a public repository of structured organic reaction records. describe an organic reaction: reactants, conditions, products, and yield Procedure: To a solution of 2-(4-hydroxybutyl)-4-[(3,4,5-trimethoxyphenyl)amino]-thieno[2,3-b]pyridine-5-carbonitrile (413 mg, 1.0 mmol) and carbon tetrabromide (464 mg, 1.4 mmol) in 10 mL of dichloromethane is added a solution of triphenylphosphine (314 mg, 1.2 mmol) in 5 mL of dichloromethane with stirring. The mixture is stirred at room temperature for 2 hours and concentrated. The residue is purified by flash column chromatography eluting with a gradient of 9:1 hexane:ethyl acetate to 1:2 hexane:ethyl ... RXN SMILES: O[CH2:2][CH2:3][CH2:4][CH2:5][C:6]1[S:29][C:9]2=[N:10][CH:11]=[C:12]([C:27]#[N:28])[C:13]([NH:14][C:15]3[CH:20]=[C:19]([O:21][CH3:22])[C:18]([O:23][CH3:24])=[C:17]([O:25][CH3:26])[CH:16]=3)=[C:8]2[CH:7]=1.C(Br)(Br)(Br)[Br:31].C1(P(C2C=CC=CC=2)C2C=CC=CC=2)C=CC=CC=1>ClCCl>[Br:31][CH2:2][CH2:3][CH2:4][CH2:5][C:6]1[S:29][C:9]2=[N:10][CH:11]=[C:12]([C:27]#[N:28])[C:13]([NH:14][C:15]3[CH:20]=[C:19]([O:21][CH3:22])[C:18]([O:23][CH3:24])=[C:17]([O:25][CH3:26])[CH:16]=3)=[C:8]2[CH:7]=1. Solvent: ClCCl (dichloromethane), ClCCl (dichloromethane). Starting materials: OCCCCC1=CC=2C(=NC=C(C2NC2=CC(=C(C(=C2)OC)OC)OC)C#N)S1 (2-(4-hydroxybutyl)-4-[(3,4,5-trimethoxyphenyl)amino]-thieno[2,3-b]pyridine-5-carbonitrile), C(Br)(Br)(Br)Br (carbon tetrabromide), C1(=CC=CC=C1)P(C1=CC=CC=C1)C1=CC=CC=C1 (triphenylphosphine). Yields the product BrCCCCC1=CC=2C(=NC=C(C2NC2=CC(=C(C(=C2)OC)OC)OC)C#N)S1 (2-(4-bromobutyl)-4-[(3,4,5-trimethoxyphenyl)amino]-thieno[2,3-b]pyridine-5-carbonitrile). Reactants: BrC=1SC2=C(N1)C(=CC(=C2)C(=O)OC)F (methyl 2-bromo-4-fluorobenzo[d]thiazole-6-carboxylate), C1CCOC1 (THF), CC(C)C[Al]CC(C)C (Dibal-H), ice. Run in C1(=CC=CC=C1)C (toluene). Run at time 3 hour. The product is BrC=1SC2=C(N1)C(=CC(=C2)CO)F ((2-Bromo-4-fluorobenzo[d]thiazol-6-yl)methanol). Isolated yield 89.2%. As a reaction SMILES: [Br:1][C:2]1[S:3][C:4]2[CH:10]=[C:9]([C:11](OC)=[O:12])[CH:8]=[C:7]([F:15])[C:5]=2[N:6]=1.C1COCC1.CC(C[Al]CC(C)C)C>C1(C)C=CC=CC=1>[Br:1][C:2]1[S:3][C:4]2[CH:10]=[C:9]([CH2:11][OH:12])[CH:8]=[C:7]([F:15])[C:5]=2[N:6]=1 |^1:23|. Procedure details: To a solution of methyl 2-bromo-4-fluorobenzo[d]thiazole-6-carboxylate 0.335 g, 1.15 mmol) in toluene (10 mL) and THF (5 mL) was added Dibal-H (4.8 mL, 4.8 mmol) at −78° C. over 10 min. The resulting mixture was allowed to warm to rt and stirred at rt for 3 hr before it was poured into ice cold water (100 mL). The mixture was stirred at rt for 30 min and then filtered through Celite® 545. The organic layer was separated and the aqueous layer was extracted twice with AcOEt. The combined organic p... Starting materials: [Br-], CC(C)(C)[Si](C)(C)OCCC1(Cc2ccccc2)CNC(=O)C1, C[Si](C)(C)[N-][Si](C)(C)C, COc1cc(CCl)cc(OC)c1OC, CCCC[N+](CCCC)(CCCC)CCCC, [K+], C1CCOC1. Yields the product COc1cc(CN2CC(CCO[Si](C)(C)C(C)(C)C)(Cc3ccccc3)CC2=O)cc(OC)c1OC. RXN SMILES: [Br-:53].[C:1]([CH3:2])([CH3:3])([CH3:4])[Si:5]([O:6][CH2:7][CH2:8][C:9]1([CH2:15][c:16]2[cH:17][cH:18][cH:19][cH:20][cH:21]2)[CH2:10][NH:11][C:12](=[O:14])[CH2:13]1)([CH3:22])[CH3:23].[CH3:24][Si:25]([N-:26][Si:27]([CH3:28])([CH3:29])[CH3:30])([CH3:31])[CH3:32].[CH3:34][O:35][c:36]1[cH:37][c:38]([CH2:39][Cl:40])[cH:41][c:42]([O:46][CH3:47])[c:43]1[O:44][CH3:45].[CH3:54][CH2:55][CH2:56][CH2:57][N+:58]([CH2:59][CH2:60][CH2:61][CH3:62])([CH2:63][CH2:64][CH2:65][CH3:66])[CH2:67][CH2:68][CH2:69][CH3:70].[K+:33].[O:48]1[CH2:49][CH2:50][CH2:51][CH2:52]1>>[C:1]([CH3:2])([CH3:3])([CH3:4])[Si:5]([O:6][CH2:7][CH2:8][C:9]1([CH2:15][c:16]2[cH:17][cH:18][cH:19][cH:20][cH:21]2)[CH2:10][N:11]([CH2:39][c:38]2[cH:37][c:36]([O:35][CH3:34])[c:43]([O:44][CH3:45])[c:42]([O:46][CH3:47])[cH:41]2)[C:12](=[O:14])[CH2:13]1)([CH3:22])[CH3:23]. Reactants: CC(=O)[O-], CC(=O)[O-], O=C(NC1CCC(OCC(Br)=Cc2ccccc2)C1)OCc1ccccc1, C1CCC(PC2CCCCC2)CC1, [F-], [K+], [Na+], [Na+], O=C([O-])[O-], C1CCOC1, [Pd+2], Cc1ccc(B(O)O)cc1, c1ccc(-c2ccccc2)cc1. The product is Cc1ccc(C(=Cc2ccccc2)COC2CCC(NC(=O)OCc3ccccc3)C2)cc1. As a reaction SMILES: [C:71]([O-:72])(=[O:73])[CH3:74].[C:76]([O-:77])(=[O:78])[CH3:79].[CH2:1]([c:2]1[cH:3][cH:4][cH:5][cH:6][cH:7]1)[O:8][C:9]([NH:10][CH:11]1[CH2:12][CH:13]([O:16][CH2:17][C:18](=[CH:19][c:20]2[cH:21][cH:22][cH:23][cH:24][cH:25]2)[Br:26])[CH2:14][CH2:15]1)=[O:27].[CH:38]1([PH:39][CH:40]2[CH2:41][CH2:42][CH2:43][CH2:44][CH2:45]2)[CH2:46][CH2:47][CH2:48][CH2:49][CH2:50]1.[F-:63].[K+:64].[Na+:65].[Na+:66].[O-:67][C:68](=[O:69])[O-:70].[O:80]1[CH2:81][CH2:82][CH2:83][CH2:84]1.[Pd+2:75].[c:28]1([CH3:37])[cH:29][cH:30][c:31]([B:34]([OH:35])[OH:36])[cH:32][cH:33]1.[c:51]1(-[c:52]2[cH:53][cH:54][cH:55][cH:56][cH:57]2)[cH:58][cH:59][cH:60][cH:61][cH:62]1>>[CH2:1]([c:2]1[cH:3][cH:4][cH:5][cH:6][cH:7]1)[O:8][C:9]([NH:10][CH:11]1[CH2:12][CH:13]([O:16][CH2:17][C:18](=[CH:19][c:20]2[cH:21][cH:22][cH:23][cH:24][cH:25]2)[c:31]2[cH:30][cH:29][c:28]([CH3:37])[cH:33][cH:32]2)[CH2:14][CH2:15]1)=[O:27]. The reactants are Cl (HCl), C(C)(C)(C)OC(CC(C(CCCC1=CC=CC=C1)=O)NC([C@@H](NC([C@@H](NC([C@@H](NC(C)=O)CC1=CC=C(C=C1)O)=O)C(C)C)=O)C)=O)=O (N-(N-AcetylTyrosinyl-Valinyl-Alaninyl)-3-amino-4-oxo-7-phenyl heptanoic acid t-butyl ester), CO (MeOH), [OH-].[Na+] (NaOH). Run in O (water). The product is C(C)(=O)N[C@@H](CC1=CC=C(C=C1)O)C(=O)N[C@@H](C(C)C)C(=O)N[C@@H](C)C(=O)NC(CC(=O)O)C(CCCC1=CC=CC=C1)=O (N-(N-AcetylTyrosinyl-Valinyl-Alaninyl)-3-amino-4-oxo-7-phenyl heptanoic acid). Yield: 72.8%. RXN SMILES: C([O:5][C:6](=[O:48])[CH2:7][CH:8]([NH:20][C:21](=[O:47])[C@H:22]([CH3:46])[NH:23][C:24](=[O:45])[C@H:25]([CH:42]([CH3:44])[CH3:43])[NH:26][C:27](=[O:41])[C@H:28]([CH2:33][C:34]1[CH:39]=[CH:38][C:37]([OH:40])=[CH:36][CH:35]=1)[NH:29][C:30](=[O:32])[CH3:31])[C:9](=[O:19])[CH2:10][CH2:11][CH2:12][C:13]1[CH:18]=[CH:17][CH:16]=[CH:15][CH:14]=1)(C)(C)C.CO.[OH-].[Na+].Cl>O>[C:30]([NH:29][C@H:28]([C:27]([NH:26][C@H:25]([C:24]([NH:23][C@H:22]([C:21]([NH:20][CH:8]([C:9](=[O:19])[CH2:10][CH2:11][CH2:12][C:13]1[CH:14]=[CH:15][CH:16]=[CH:17][CH:18]=1)[CH2:7][C:6]([OH:48])=[O:5])=[O:47])[CH3:46])=[O:45])[CH:42]([CH3:44])[CH3:43])=[O:41])[CH2:33][C:34]1[CH:39]=[CH:38][C:37]([OH:40])=[CH:36][CH:35]=1)(=[O:32])[CH3:31] |f:2.3|. Procedure details: N-(N-AcetylTyrosinyl-Valinyl-Alaninyl)-3-amino-4-oxo-7-phenyl heptanoic acid t-butyl ester (12 mg) was stirred with MeOH (0.5 mL), water(0.2 mL), and 2N NaOH (0.1 mL) overnight. The mixture was acidified with 2N HCl and was extracted with EtOAc (3×5 mL). The solvent was evaporated and the product was recrystilized from acetone/hexane to provide the title compound (8 mg). Reactants: C(C1=CC=CC=C1)Cl (Benzyl chloride), [H-].[Na+] (NaH), CO.C1CCOC1 (MeOH THF), CC=1C=CC(=CC1)S(=O)(=O)O.O (p-TsOH.H2O), [H-].[Na+] (NaH), oil, 402, [NH4+].[Cl-] (NH4Cl). Run in C1CCOC1 (THF), C1CCOC1 (THF). Run at time 6 hour. Product: C(C1=CC=CC=C1)O[C@H](CO)CCCCCCCCCC ((S)-2-(benzyloxy)dodecan-1-ol). Yield: 66.0%. RXN SMILES: [H-].[Na+].[CH2:3](Cl)[C:4]1[CH:9]=[CH:8][CH:7]=[CH:6][CH:5]=1.[NH4+].[Cl-].[CH3:13][C:14]1[CH:15]=[CH:16][C:17](S(O)(=O)=O)=[CH:18][CH:19]=1.[OH2:24].[CH3:25]O.[CH2:27]1[CH2:31][O:30][CH2:29][CH2:28]1>C1COCC1>[CH2:3]([O:30][C@@H:31]([CH2:27][CH2:28][CH2:29][CH2:19][CH2:18][CH2:17][CH2:16][CH2:15][CH2:14][CH3:13])[CH2:25][OH:24])[C:4]1[CH:9]=[CH:8][CH:7]=[CH:6][CH:5]=1 |f:0.1,3.4,5.6,7.8|. Procedure: A 60 wt. % suspension of NaH in mineral oil (2.01 g, 50.3 mmol) was added to an oven-dried round bottom flask containing a magnetic stir bar. THF (120 mL) was added to the flask by syringe under Ar, and the flask was submerged in an ice bath. Crude 402 (14.9 g, 33.5 mmol) was dissolved in anhydrous THF (50 mL) and was added slowly to the stirred suspension of NaH. The reaction mixture was allowed to warm to room temperature. Benzyl chloride (5.8 mL, 50 mmol) was added to the reaction mixture. Th... Starting materials: CO, Cc1ccccc1, CC(C)(C)OC(=O)NC(CC1CCCCC1)C(O)C(O)CO, Cl. Yields the product NC(CC1CCCCC1)C(O)C(O)CO. RXN SMILES: [CH3:23][OH:24].[CH3:26][c:27]1[cH:28][cH:29][cH:30][cH:31][cH:32]1.[CH:1]1([CH2:7][CH:8]([CH:9]([CH:10]([CH2:11][OH:12])[OH:13])[OH:14])[NH:15][C:16](=[O:17])[O:18][C:19]([CH3:20])([CH3:21])[CH3:22])[CH2:2][CH2:3][CH2:4][CH2:5][CH2:6]1.[ClH:25]>>[CH:1]1([CH2:7][CH:8]([CH:9]([CH:10]([CH2:11][OH:12])[OH:13])[OH:14])[NH2:15])[CH2:2][CH2:3][CH2:4][CH2:5][CH2:6]1. The reactants are ClC=1C=C(C=CC1Cl)C(CC=O)C1N(C(C2=CC=C(C=C12)F)=O)C (3-(3,4-Dichlorophenyl)-3-(6-fluoro-2-methyl-3-oxo-2,3-dihydro-1H-isoindol-1-yl)propionaldehyde), OC1(CCNCC1)C1=CC=CC=C1 (4-hydroxy-4-phenylpiperidine). The product is Cl.ClC=1C=C(C=CC1Cl)C(CCN1CCC(CC1)(C1=CC=CC=C1)O)C1N(C(C2=CC=C(C=C12)F)=O)C (3-[1-(3,4-Dichlorophenyl)-3-(4-hydroxy-4-phenylpiperidino)propyl]-5-fluoro-2-methyl-2,3-dihydroisoindol-1-one hydrochloride). Isolated yield 129.9%. RXN SMILES: [Cl:1][C:2]1[CH:3]=[C:4]([CH:9]([CH:13]2[C:21]3[C:16](=[CH:17][CH:18]=[C:19]([F:22])[CH:20]=3)[C:15](=[O:23])[N:14]2[CH3:24])[CH2:10][CH:11]=O)[CH:5]=[CH:6][C:7]=1[Cl:8].[OH:25][C:26]1([C:32]2[CH:37]=[CH:36][CH:35]=[CH:34][CH:33]=2)[CH2:31][CH2:30][NH:29][CH2:28][CH2:27]1>>[ClH:1].[Cl:1][C:2]1[CH:3]=[C:4]([CH:9]([CH:13]2[C:21]3[C:16](=[CH:17][CH:18]=[C:19]([F:22])[CH:20]=3)[C:15](=[O:23])[N:14]2[CH3:24])[CH2:10][CH2:11][N:29]2[CH2:30][CH2:31][C:26]([OH:25])([C:32]3[CH:37]=[CH:36][CH:35]=[CH:34][CH:33]=3)[CH2:27][CH2:28]2)[CH:5]=[CH:6][C:7]=1[Cl:8] |f:2.3|. Procedure: 3-(3,4-Dichlorophenyl)-3-(6-fluoro-2-methyl-3-oxo-2,3-dihydro-1H-isoindol-1-yl)propionaldehyde (2.05 g) was coupled to 4-hydroxy-4-phenylpiperidine (1.0 g) by a method similar to that described in Example 8. The reaction product was purified by chromatography and converted to the corresponding hydrochloride salt as described in the Example 8 to afford the title compound (2.05 g); mp 160-205° C.; MS: m/z=527(M+1); NMR(CD3 SOCD3): 1.78 (m,2), 2.17 (m, 1), 3.12 (s,3), 4.89 (m,1), 6.88 (d,1, J=8.3),...